From a dataset of the Open Reaction Database (ORD), a public repository of structured organic reaction records. describe an organic reaction: reactants, conditions, products, and yield Starting materials: CC(=O)O, O=C1NC(=O)C(Cc2ccc(OCCC3OCCO3)cc2)S1, O. Product: O=CCCOc1ccc(CC2SC(=O)NC2=O)cc1. RXN SMILES: [CH3:23][C:24](=[O:25])[OH:26].[O:1]1[CH:2]([CH2:6][CH2:7][O:8][c:9]2[cH:10][cH:11][c:12]([CH2:13][CH:14]3[C:15](=[O:20])[NH:16][C:17](=[O:19])[S:18]3)[cH:21][cH:22]2)[O:5][CH2:4][CH2:3]1.[OH2:27]>>[O:1]=[CH:2][CH2:6][CH2:7][O:8][c:9]1[cH:10][cH:11][c:12]([CH2:13][CH:14]2[C:15](=[O:20])[NH:16][C:17](=[O:19])[S:18]2)[cH:21][cH:22]1. RXN SMILES: [CH3:2][O:3][c:4]1[cH:5][c:6]2[c:11]([cH:12][c:13]1[O:14][CH3:15])[C:10](=[CH:16][c:17]1[cH:18][c:19]([O:25][CH3:26])[c:20]([O:23][CH3:24])[cH:21][cH:22]1)[NH:9][CH2:8][CH2:7]2.[CH:33]1([C:36](=[O:37])[Cl:38])[CH2:34][CH2:35]1.[ClH:1].[OH2:39].[cH:27]1[cH:28][cH:29][n:30][cH:31][cH:32]1>>[CH3:2][O:3][c:4]1[cH:5][c:6]2[c:11]([cH:12][c:13]1[O:14][CH3:15])[C:10](=[CH:16][c:17]1[cH:18][c:19]([O:25][CH3:26])[c:20]([O:23][CH3:24])[cH:21][cH:22]1)[N:9]([C:36]([CH:33]1[CH2:34][CH2:35]1)=[O:37])[CH2:8][CH2:7]2. Reactants: COc1ccc(C=C2NCCc3cc(OC)c(OC)cc32)cc1OC, O=C(Cl)C1CC1, Cl, O, c1ccncc1. Yields the product COc1ccc(C=C2c3cc(OC)c(OC)cc3CCN2C(=O)C2CC2)cc1OC. Reactants: Cl (hydrochloric acid), BrC=1C(=CC(=C(C1)C=1C(NC2(C1O)CCN(CC2)OC)=O)C)F (3-(5-bromo-4-fluoro-2-methyl-phenyl)-4-hydroxy-8-methoxy-1,8-diaza-spiro[4.5]dec-3-en-2-one), ClC1=CC=C(C=C1)B(O)O (4-chlorophenylboronic acid), C([O-])([O-])=O.[Na+].[Na+] (sodium carbonate). Reagents/catalysts: C=1C=CC(=CC1)[P](C=2C=CC=CC2)(C=3C=CC=CC3)[Pd]([P](C=4C=CC=CC4)(C=5C=CC=CC5)C=6C=CC=CC6)([P](C=7C=CC=CC7)(C=8C=CC=CC8)C=9C=CC=CC9)[P](C=1C=CC=CC1)(C=1C=CC=CC1)C=1C=CC=CC1 (tetrakis(triphenylphosphine)palladium(0)). Solvent: C(OC)COC (dimethoxyethane), O (water). Conditions: time 15 minute. Yields the product ClC1=CC=C(C=C1)C1=CC(=C(C=C1F)C)C=1C(NC2(C1O)CCN(CC2)OC)=O (3-(4′-Chloro-6-fluoro-4-methyl-biphenyl-3-yl)-4-hydroxy-8-methoxy-1,8-diaza-spiro[4.5]dec-3-en-2-one). Reaction SMILES: Br[C:2]1[C:3]([F:23])=[CH:4][C:5]([CH3:22])=[C:6]([C:8]2[C:9](=[O:21])[NH:10][C:11]3([CH2:18][CH2:17][N:16]([O:19][CH3:20])[CH2:15][CH2:14]3)[C:12]=2[OH:13])[CH:7]=1.[Cl:24][C:25]1[CH:30]=[CH:29][C:28](B(O)O)=[CH:27][CH:26]=1.C(=O)([O-])[O-].[Na+].[Na+].Cl>C(COC)OC.C1C=CC([P]([Pd]([P](C2C=CC=CC=2)(C2C=CC=CC=2)C2C=CC=CC=2)([P](C2C=CC=CC=2)(C2C=CC=CC=2)C2C=CC=CC=2)[P](C2C=CC=CC=2)(C2C=CC=CC=2)C2C=CC=CC=2)(C2C=CC=CC=2)C2C=CC=CC=2)=CC=1.O>[Cl:24][C:25]1[CH:30]=[CH:29][C:28]([C:2]2[C:3]([F:23])=[CH:4][C:5]([CH3:22])=[C:6]([C:8]3[C:9](=[O:21])[NH:10][C:11]4([CH2:18][CH2:17][N:16]([O:19][CH3:20])[CH2:15][CH2:14]4)[C:12]=3[OH:13])[CH:7]=2)=[CH:27][CH:26]=1 |f:2.3.4,^1:50,52,71,90|. Procedure: To a suspension of 3-(5-bromo-4-fluoro-2-methyl-phenyl)-4-hydroxy-8-methoxy-1,8-diaza-spiro[4.5]dec-3-en-2-one (230 mg) in dimethoxyethane (10 ml) under nitrogen atmosphere is added tetrakis(triphenylphosphine)palladium(0) (35 mg) and the mixture stirred at room temperature for 15 minutes. After further addition of water (2 ml), 4-chlorophenylboronic acid (112 mg) and sodium carbonate (250 mg), the mixture is heated at reflux for 8 hours. The reaction mixture is acidified at room temperature wit... Starting materials: OBO, CCOC(C)=O, Cc1ccccc1, Clc1ccccc1Cl, Clc1nccnc1Cl, [F-], [K+], O. Product: Clc1ccc(-c2nccnc2Cl)cc1Cl. Reaction SMILES: [BH:9]([OH:10])[OH:11].[CH3:22][CH2:23][O:24][C:25]([CH3:26])=[O:27].[CH3:28][c:29]1[cH:30][cH:31][cH:32][cH:33][cH:34]1.[Cl:12][c:13]1[cH:14][cH:15][cH:16][cH:17][c:18]1[Cl:19].[Cl:1][c:2]1[n:3][cH:4][cH:5][n:6][c:7]1[Cl:8].[F-:20].[K+:21].[OH2:35]>>[c:2]1(-[c:16]2[cH:15][cH:14][c:13]([Cl:12])[c:18]([Cl:19])[cH:17]2)[n:3][cH:4][cH:5][n:6][c:7]1[Cl:8]. Starting materials: C1(=CC=CC=C1)C(CCC(C)=O)=O (1-phenyl-1,4-pentandione), NC=1C(N(C=C(C1)C1=NC=CC=C1)C1=CC=CC=C1)=O (3-amino-1-phenyl-5-(2-pyridyl)-1,2-dihydropyridin-2-one), C(O)([O-])=O.[Na+] (sodium hydrogen carbonate). Reagents/catalysts: CC=1C=CC(=CC1)S(=O)(=O)O (p-toluenesulfonate). The solvent is C1(=CC=CC=C1)C (toluene). Yields the product CC=1N(C(=CC1)C1=CC=CC=C1)C=1C(N(C=C(C1)C1=NC=CC=C1)C1=CC=CC=C1)=O (3-(2-Methyl-5-phenylpyrrol-1-yl)-5-(2-pyridyl)-1-phenyl-1,2-dihydropyridin-2-one). The yield is 31.3%. As a reaction SMILES: [NH2:1][C:2]1[C:3](=[O:20])[N:4]([C:14]2[CH:19]=[CH:18][CH:17]=[CH:16][CH:15]=2)[CH:5]=[C:6]([C:8]2[CH:13]=[CH:12][CH:11]=[CH:10][N:9]=2)[CH:7]=1.[C:21]1([C:27](=O)[CH2:28][CH2:29][C:30](=O)[CH3:31])[CH:26]=[CH:25][CH:24]=[CH:23][CH:22]=1.C(=O)([O-])O.[Na+]>C1(C)C=CC=CC=1.CC1C=CC(S(O)(=O)=O)=CC=1>[CH3:31][C:30]1[N:1]([C:2]2[C:3](=[O:20])[N:4]([C:14]3[CH:15]=[CH:16][CH:17]=[CH:18][CH:19]=3)[CH:5]=[C:6]([C:8]3[CH:13]=[CH:12][CH:11]=[CH:10][N:9]=3)[CH:7]=2)[C:27]([C:21]2[CH:26]=[CH:25][CH:24]=[CH:23][CH:22]=2)=[CH:28][CH:29]=1 |f:2.3|. Procedure: 25 mg of 3-amino-1-phenyl-5-(2-pyridyl)-1,2-dihydropyridin-2-one was dissolved in 10 ml of toluene. To the mixture were added 20 mg of 1-phenyl-1,4-pentandione and 0.2 mg of p-toluenesulfonate (hydrate), followed by heating under reflux for 1 hour. After cooling to room temperature, the reaction mixture was poured into a saturated aqueous solution of sodium hydrogen carbonate, followed by extracting with ethyl acetate. The organic layer was washed with brine and dried over anhydrous magnesium su... Reactants: O=Cc1ccc(Br)cc1F, Cc1ccccc1, [Na+], CC1(C)C2CCC1(CS(=O)(=O)O)C(=O)C2, OCCO, O=C([O-])O. Yields the product Fc1cc(Br)ccc1C1OCCO1. Reaction SMILES: [Br:1][c:2]1[cH:3][c:4]([F:10])[c:5]([CH:6]=[O:7])[cH:8][cH:9]1.[CH3:35][c:36]1[cH:37][cH:38][cH:39][cH:40][cH:41]1.[Na+:30].[O:15]=[S:16](=[O:17])([OH:18])[CH2:19][C:20]12[CH2:21][CH2:22][CH:23]([C:24]1([CH3:25])[CH3:26])[CH2:27][C:28]2=[O:29].[OH:11][CH2:12][CH2:13][OH:14].[OH:31][C:32](=[O:33])[O-:34]>>[Br:1][c:2]1[cH:3][c:4]([F:10])[c:5]([CH:6]2[O:7][CH2:13][CH2:12][O:11]2)[cH:8][cH:9]1. Reactants: BrBr, CC(=O)O, CC(=O)N1CCc2ccccc21. Product: CC(=O)N1CCc2cc(Br)ccc21. Reaction SMILES: [Br:13][Br:14].[CH3:15][C:16](=[O:17])[OH:18].[N:1]1([C:10]([CH3:11])=[O:12])[CH2:2][CH2:3][c:4]2[cH:5][cH:6][cH:7][cH:8][c:9]21>>[N:1]1([C:10]([CH3:11])=[O:12])[CH2:2][CH2:3][c:4]2[cH:5][c:6]([Br:13])[cH:7][cH:8][c:9]21.